From a dataset of the Open Reaction Database (ORD), a public repository of structured organic reaction records. describe an organic reaction: reactants, conditions, products, and yield Starting materials: ClCCl, COc1cc(-c2nn(C3CCN(C)CC3)c3ncnc(N)c23)ccc1N, O=C(Cl)C1CC1c1ccccc1, c1ccncc1. The product is COc1cc(-c2nn(C3CCN(C)CC3)c3ncnc(N)c23)ccc1NC(=O)C1CC1c1ccccc1. Reaction SMILES: [Cl:39][CH2:40][Cl:41].[NH2:13][c:14]1[c:15]([O:37][CH3:38])[cH:16][c:17](-[c:20]2[n:21][n:22]([CH:30]3[CH2:31][CH2:32][N:33]([CH3:36])[CH2:34][CH2:35]3)[c:23]3[n:24][cH:25][n:26][c:27]([NH2:29])[c:28]23)[cH:18][cH:19]1.[c:1]1([CH:7]2[CH:8]([C:10](=[O:11])[Cl:12])[CH2:9]2)[cH:2][cH:3][cH:4][cH:5][cH:6]1.[cH:42]1[cH:43][cH:44][n:45][cH:46][cH:47]1>>[c:1]1([CH:7]2[CH:8]([C:10](=[O:11])[NH:13][c:14]3[c:15]([O:37][CH3:38])[cH:16][c:17](-[c:20]4[n:21][n:22]([CH:30]5[CH2:31][CH2:32][N:33]([CH3:36])[CH2:34][CH2:35]5)[c:23]5[n:24][cH:25][n:26][c:27]([NH2:29])[c:28]45)[cH:18][cH:19]3)[CH2:9]2)[cH:2][cH:3][cH:4][cH:5][cH:6]1. The reactants are C1(=CC=CC=C1)C(=O)CC1=CC=CC=C1 (benzyl phenyl ketone), BrC1=C(C=CC=C1)Br (1,2-dibromobenzene), C1(=CC=CC=C1)P(C1=CC=CC=C1)C1=CC=CC=C1 (triphenylphosphine), C([O-])([O-])=O.[Cs+].[Cs+] (cesium carbonate). The reagents and catalysts are C(C)(=O)[O-].[Pd+2].C(C)(=O)[O-] (palladium acetate). Solvent: CC=1C=CC=CC1C (o-xylene). Yields the product C1(=CC=CC=C1)C1=C(C2=C(O1)C=CC=C2)C2=CC=CC=C2 (2,3-diphenylbenzo[b]furan). Yield: 80.7%. RXN SMILES: [C:1]1([C:7]([CH2:9][C:10]2[CH:15]=[CH:14][CH:13]=[CH:12][CH:11]=2)=[O:8])[CH:6]=[CH:5][CH:4]=[CH:3][CH:2]=1.Br[C:17]1[CH:22]=[CH:21][CH:20]=[CH:19][C:18]=1Br.C1(P(C2C=CC=CC=2)C2C=CC=CC=2)C=CC=CC=1.C(=O)([O-])[O-].[Cs+].[Cs+]>C([O-])(=O)C.[Pd+2].C([O-])(=O)C.CC1C=CC=CC=1C>[C:1]1([C:7]2[O:8][C:15]3[CH:14]=[CH:13][CH:12]=[CH:11][C:10]=3[C:9]=2[C:17]2[CH:22]=[CH:21][CH:20]=[CH:19][CH:18]=2)[CH:2]=[CH:3][CH:4]=[CH:5][CH:6]=1 |f:3.4.5,6.7.8|. Procedure: 39.2 g of benzyl phenyl ketone, 46.7 g of 1,2-dibromobenzene, g of palladium acetate, 10.5 g of triphenylphosphine, 77.2 g of cesium carbonate, and 400 mL of o-xylene were loaded into a flask, and the mixture was refluxed and stirred under heat under an argon atmosphere for 8 hours. After the completion of the reaction, the reaction solution was filtrated while being extracted with ether. The filtrate was dried with magnesium sulfate, and was then concentrated. The residue was purified by silica... Starting materials: CCOC(=O)Nc1c(C)cc(N)cc1[N+](=O)[O-], CCO, O=Cc1ccc(C(F)(F)F)cc1, O. The product is CCOC(=O)Nc1c(C)cc(NCc2ccc(C(F)(F)F)cc2)cc1[N+](=O)[O-]. As a reaction SMILES: [CH2:1]([CH3:2])[O:3][C:4]([NH:5][c:6]1[c:7]([CH3:16])[cH:8][c:9]([NH2:15])[cH:10][c:11]1[N+:12](=[O:13])[O-:14])=[O:17].[CH3:31][CH2:32][OH:33].[F:18][C:19]([c:20]1[cH:21][cH:22][c:23]([CH:24]=[O:25])[cH:26][cH:27]1)([F:28])[F:29].[OH2:30]>>[CH2:1]([CH3:2])[O:3][C:4]([NH:5][c:6]1[c:7]([CH3:16])[cH:8][c:9]([NH:15][CH2:24][c:23]2[cH:22][cH:21][c:20]([C:19]([F:18])([F:28])[F:29])[cH:27][cH:26]2)[cH:10][c:11]1[N+:12](=[O:13])[O-:14])=[O:17]. Reactants: ClCCl, COc1ccnc2c1cc1n2C(=O)NCC1OC1CCCCO1. Yields the product COc1ccnc2c1cc1n2C(=O)NCC1O. As a reaction SMILES: [Cl:24][CH2:25][Cl:26].[O:1]1[CH2:2][CH2:3][CH2:4][CH2:5][CH:6]1[O:7][CH:8]1[c:9]2[n:10]([c:15]3[c:16]([cH:17]2)[c:18]([O:22][CH3:23])[cH:19][cH:20][n:21]3)[C:11](=[O:14])[NH:12][CH2:13]1>>[OH:7][CH:8]1[c:9]2[n:10]([c:15]3[c:16]([cH:17]2)[c:18]([O:22][CH3:23])[cH:19][cH:20][n:21]3)[C:11](=[O:14])[NH:12][CH2:13]1. Starting materials: CNC, COC(=O)Cc1c(Cl)ccc2ncc(CBr)cc12, CCO, CN(C)C=O. The product is COC(=O)Cc1c(Cl)ccc2ncc(CN(C)C)cc12. RXN SMILES: [CH3:19][NH:20][CH3:21].[CH3:1][O:2][C:3]([CH2:4][c:5]1[c:6]2[cH:7][c:8]([CH2:16][Br:17])[cH:9][n:10][c:11]2[cH:12][cH:13][c:14]1[Cl:15])=[O:18].[CH3:22][CH2:23][OH:24].[O:25]=[CH:26][N:27]([CH3:28])[CH3:29]>>[CH3:1][O:2][C:3]([CH2:4][c:5]1[c:6]2[cH:7][c:8]([CH2:16][N:20]([CH3:19])[CH3:21])[cH:9][n:10][c:11]2[cH:12][cH:13][c:14]1[Cl:15])=[O:18]. Reactants: C1CCOC1, Fc1ccc(Nc2nc(Cl)nc(Cl)n2)cc1C(F)(F)F, NN, O. Reaction SMILES: [CH2:24]1[O:25][CH2:26][CH2:27][CH2:28]1.[Cl:1][c:2]1[n:3][c:4]([NH:9][c:10]2[cH:11][c:12]([C:17]([F:18])([F:19])[F:20])[c:13]([F:16])[cH:14][cH:15]2)[n:5][c:6]([Cl:8])[n:7]1.[NH2:22][NH2:23].[OH2:21]>>[c:2]1([NH:22][NH2:23])[n:3][c:4]([NH:9][c:10]2[cH:11][c:12]([C:17]([F:18])([F:19])[F:20])[c:13]([F:16])[cH:14][cH:15]2)[n:5][c:6]([Cl:8])[n:7]1. Product: NNc1nc(Cl)nc(Nc2ccc(F)c(C(F)(F)F)c2)n1. The reactants are C1CNCCN1, CC#N, COc1cc(Cl)nc(OC)n1, O. Product: COc1cc(N2CCNCC2)nc(OC)n1. As a reaction SMILES: [CH2:1]1[CH2:2][NH:3][CH2:4][CH2:5][NH:6]1.[CH3:19][C:20]#[N:21].[Cl:7][c:8]1[cH:9][c:10]([O:16][CH3:17])[n:11][c:12]([O:14][CH3:15])[n:13]1.[OH2:18]>>[CH2:1]1[CH2:2][N:3]([c:8]2[cH:9][c:10]([O:16][CH3:17])[n:11][c:12]([O:14][CH3:15])[n:13]2)[CH2:4][CH2:5][NH:6]1.